From a dataset of the Open Reaction Database (ORD), a public repository of structured organic reaction records. describe an organic reaction: reactants, conditions, products, and yield Starting materials: OC1=C(C(OC(=C1)C)=O)S (4-Hydroxy-3-mercapto-6-methyl-2-pyrone), C1=CC(=C(C=C1Cl)Cl)CCl (α2,4-trichlorotoluene), Cl (hydrochloric acid). Run in N1=CC=CC=C1 (pyridine). Reaction conditions: temperature 90 celsius. The product is ClC1=C(CSC=2C(OC(=CC2O)C)=O)C=CC(=C1)Cl (3(2,4Dichlorobenzylthio)-4-hydroxy-6-methyl-2-pyrone). The yield is 56.0%. Reaction SMILES: [OH:1][C:2]1[CH:7]=[C:6]([CH3:8])[O:5][C:4](=[O:9])[C:3]=1[SH:10].[CH:11]1[C:16]([Cl:17])=[CH:15][C:14]([Cl:18])=[C:13]([CH2:19]Cl)[CH:12]=1.Cl>N1C=CC=CC=1>[Cl:18][C:14]1[CH:15]=[C:16]([Cl:17])[CH:11]=[CH:12][C:13]=1[CH2:19][S:10][C:3]1[C:4](=[O:9])[O:5][C:6]([CH3:8])=[CH:7][C:2]=1[OH:1]. Procedure details: 4-Hydroxy-3-mercapto-6-methyl-2-pyrone (47.5 g., 0.300 mole) and α2,4-trichlorotoluene (58.6 g., 0.300 mole) were dissolved in pyridine (250 ml.). The temperature rose from 20° to 43°C. The solution was then heated at 90°C. for two hours, cooled and poured onto ice and 500 ml. of concd. hydrochloric acid. The resulting mixture was extracted with methylene chloride. The extract was dried (MgSO4) and the solvent removed by evaporation. The residue was mixed with hexane, filtered and dried, giving ... Starting materials: ClC=1C=NC=C(C1C(CN(C(=O)C=1C=NN(C1C(F)(F)F)[C@@H]1CC[C@H](CC1)C(=O)OCC)CC1=CC=C(C=C1)F)O)Cl (ethyl trans-4-(4-((2-(3,5-dichloropyridin-4-yl)-2-hydroxyethyl)(4-fluorobenzyl)carbamoyl)-5-(trifluoromethyl)-1H-pyrazol-1-yl)cyclohexanecarboxylate), CC(=O)OI1(C=2C=CC=CC2C(=O)O1)(OC(=O)C)OC(=O)C (Dess-Martin periodinane). Run in C(Cl)Cl (DCM). Reaction conditions: time 3 hour. The product is ClC=1C=NC=C(C1C(CN(C(=O)C=1C=NN(C1C(F)(F)F)[C@@H]1CC[C@H](CC1)C(=O)OCC)CC1=CC=C(C=C1)F)=O)Cl (ethyl trans-4-(4-((2-(3,5-dichloropyridin-4-yl)-2-oxoethyl)(4-fluorobenzyl)carbamoyl)-5-(trifluoromethyl)-1H-pyrazol-1-yl)cyclohexanecarboxylate). The yield is 92.9%. RXN SMILES: [Cl:1][C:2]1[CH:3]=[N:4][CH:5]=[C:6]([Cl:42])[C:7]=1[CH:8]([OH:41])[CH2:9][N:10]([CH2:33][C:34]1[CH:39]=[CH:38][C:37]([F:40])=[CH:36][CH:35]=1)[C:11]([C:13]1[CH:14]=[N:15][N:16]([C@H:22]2[CH2:27][CH2:26][C@H:25]([C:28]([O:30][CH2:31][CH3:32])=[O:29])[CH2:24][CH2:23]2)[C:17]=1[C:18]([F:21])([F:20])[F:19])=[O:12].CC(OI1(OC(C)=O)(OC(C)=O)OC(=O)C2C=CC=CC1=2)=O>C(Cl)Cl>[Cl:42][C:6]1[CH:5]=[N:4][CH:3]=[C:2]([Cl:1])[C:7]=1[C:8](=[O:41])[CH2:9][N:10]([CH2:33][C:34]1[CH:39]=[CH:38][C:37]([F:40])=[CH:36][CH:35]=1)[C:11]([C:13]1[CH:14]=[N:15][N:16]([C@H:22]2[CH2:27][CH2:26][C@H:25]([C:28]([O:30][CH2:31][CH3:32])=[O:29])[CH2:24][CH2:23]2)[C:17]=1[C:18]([F:21])([F:20])[F:19])=[O:12]. Procedure: To a stirred solution of compound 1-2 (9.9 g, 15.6 mmol) in DCM (120 mL) was added Dess-Martin periodinane (21.9 g, 21.9 mmol) in portions, and the mixture was stirred at room temperature for 3 h. The reaction mixture was quenched with NaHCO3 (50 mL, sat. aq.) and Na2S2O3 (50 mL, sat. aq.), then extracted with DCM (2×150 mL). The combined organic layers were washed with water (100 mL), brine (100 mL), dried over Na2SO4 and concentrated under reduced pressure. The residue was purified by column c... Procedure details: Ethyl {(3R)-7-chloro-4-[(3-oxo-3,4-dihydro-2H-1,4-benzoxazin-6-yl)carbonyl]-3,4-dihydro-2H-1,4-benzoxazin-3-yl}acetate (Intermediate 21b, 2.00 g, 4.64 mmol) dissolved in ammonia (7 M in MeOH) (49.7 mL, 348.2 mmol) sealed and stirred at rt for 45 h. The solvent was evaporated and the residue (616 mg crude brown oil) was dissolved in DMSO and MeOH. The compound was purified by preparative HPLC on a Kromasil C8 column (10 μm 250×50 ID mm) using a gradient of 10-50% ACN in H2O/ACN/FA 95/5/0.2 buffer... The product is ClC1=CC2=C(N([C@@H](CO2)CC(=O)N)C(=O)C=2C=CC3=C(NC(CO3)=O)C2)C=C1 (2-{(3R)-7-Chloro-4-[(3-oxo-3,4-dihydro-2H-1,4-benzoxazin-6-yl)carbonyl]-3,4-dihydro-2H-1,4-benzoxazin-3-yl}acetamide). Reactants: ClC1=CC2=C(N([C@@H](CO2)CC(=O)OCC)C(=O)C=2C=CC3=C(NC(CO3)=O)C2)C=C1 (Ethyl {(3R)-7-chloro-4-[(3-oxo-3,4-dihydro-2H-1,4-benzoxazin-6-yl)carbonyl]-3,4-dihydro-2H-1,4-benzoxazin-3-yl}acetate), ClC1=CC2=C(N([C@@H](CO2)CC(=O)OCC)C(=O)C=2C=CC3=C(NC(CO3)=O)C2)C=C1 (Ethyl {(3R)-7-chloro-4-[(3-oxo-3,4-dihydro-2H-1,4-benzoxazin-6-yl)carbonyl]-3,4-dihydro-2H-1,4-benzoxazin-3-yl}acetate), N (ammonia). Conditions: time 45 hour. The yield is 27.4%. RXN SMILES: [Cl:1][C:2]1[CH:30]=[CH:29][C:5]2[N:6]([C:16]([C:18]3[CH:19]=[CH:20][C:21]4[O:26][CH2:25][C:24](=[O:27])[NH:23][C:22]=4[CH:28]=3)=[O:17])[C@H:7]([CH2:10][C:11]([O:13]CC)=O)[CH2:8][O:9][C:4]=2[CH:3]=1.[NH3:31]>>[Cl:1][C:2]1[CH:30]=[CH:29][C:5]2[N:6]([C:16]([C:18]3[CH:19]=[CH:20][C:21]4[O:26][CH2:25][C:24](=[O:27])[NH:23][C:22]=4[CH:28]=3)=[O:17])[C@H:7]([CH2:10][C:11]([NH2:31])=[O:13])[CH2:8][O:9][C:4]=2[CH:3]=1. The reactants are C=CC (propylene), CCC(=O)OO (perpropionic acid), C=CC (propylene), C=CC (Propylene), C=CC (propylene). Product: C1C(C)O1 (propylene oxide), C(CC)(=O)O (propionic acid). As a reaction SMILES: C=CC.[CH3:4][CH2:5][C:6]([O:8]O)=[O:7]>>[CH2:6]1[O:8][CH:5]1[CH3:4].[C:6]([OH:8])(=[O:7])[CH2:5][CH3:4]. Reported procedure: The substantially dry organic solution is now fed by the line 121 to a reactor 122 which is conveniently illustrated as a column, although in practice a long tubular reactor would be preferred. Propylene is also fed to this reactor by a line 123 from a storage vessel 124. It will be appreciated that under normal conditions of temperature and pressure, propylene is a gas and therefore the reactor 122 is operated under pressure in order that the propylene should be kept in solution in the organic ... Starting materials: C(C)[C@@H]1C(O[C@H]1C[C@H](CCCCCCCCCCCCCCCCC)OC1OCCCC1)=O ((3S,4S)-3-ethyl-4-[(S)-2-[(tetrahydro-2H-pyran-2-yl) oxy]nonadecyl]-2-oxetanone), C(C1=CC=CC=C1)OC(=O)N[C@@H](CC(C)C)C(=O)O (N-[(benzyloxy)carbonyl]-L-leucine), C1(CCCCC1)N=C=NC1CCCCC1 (dicyclohexylcarbodiimide). Solvent: C(Cl)Cl (methylene chloride). Run at time 30 minute. Yields the product C(C)[C@H]1[C@@H](OC1=O)C[C@H](CCCCCCCCCCCCCCCCC)OC([C@@H](NC(=O)OCC1=CC=CC=C1)CC(C)C)=O (N-[(benzyloxy)carbonyl]-L-leucine (S)-1-[[(2S,3S)-3-ethyl-4-oxo-2-oxetanyl]methyl]octadecyl ester). RXN SMILES: [CH2:1]([C@H:3]1[C@H:6]([CH2:7][C@@H:8](OC2CCCCO2)[CH2:9][CH2:10][CH2:11][CH2:12][CH2:13][CH2:14][CH2:15][CH2:16][CH2:17][CH2:18][CH2:19][CH2:20][CH2:21][CH2:22][CH2:23][CH2:24][CH3:25])[O:5][C:4]1=[O:33])[CH3:2].[CH2:34]([O:41][C:42]([NH:44][C@H:45]([C:50]([OH:52])=[O:51])[CH2:46][CH:47]([CH3:49])[CH3:48])=[O:43])[C:35]1[CH:40]=[CH:39][CH:38]=[CH:37][CH:36]=1.C1(N=C=NC2CCCCC2)CCCCC1>C(Cl)Cl>[CH2:1]([C@@H:3]1[C:4](=[O:33])[O:5][C@H:6]1[CH2:7][C@@H:8]([O:51][C:50](=[O:52])[C@H:45]([CH2:46][CH:47]([CH3:49])[CH3:48])[NH:44][C:42]([O:41][CH2:34][C:35]1[CH:36]=[CH:37][CH:38]=[CH:39][CH:40]=1)=[O:43])[CH2:9][CH2:10][CH2:11][CH2:12][CH2:13][CH2:14][CH2:15][CH2:16][CH2:17][CH2:18][CH2:19][CH2:20][CH2:21][CH2:22][CH2:23][CH2:24][CH3:25])[CH3:2]. Procedure details: from (3S,4S)-3-ethyl-4-[(S)-2-[(tetrahydro-2H-pyran-2-yl) oxy]nonadecyl]-2-oxetanone. 10.B.1) 796 mg of N-[(benzyloxy)carbonyl]-L-leucine were dissolved in 10 ml of methylene chloride the solution was cooled to 2°-3° C. and 309 mg of dicyclohexylcarbodiimide were added. After 15 minutes the white crystals were filtered off under suction and washed with methylene chloride. The filtrate was evaporated at room temperature in vacuo and the residue was dissolved in 7 ml of N,N-dimethylformamide (DMF)... Reactants: C(C)(C)(C)OC(NC1(COC(OC1)(C)C)CN1CCC2=C(C=CC=C12)C1=NOC(=N1)C12CC3CC(CC(C1)C3)C2)=O (tert-Butyl-5-((4-(5-(1-admantyl)-1,2,4-oxadiazol-3-yl)indolin-1-yl)methyl)-2,2-dimethyl-1,3-dioxan-5-ylcarbamate), C(C)OC=1C=C(C=CC1OCC)C1=NC(=NO1)C1=C2CCN(C2=CC=C1)CC1(COC(OC1)(C)C)NC(OC(C)(C)C)=O (tert-butyl 5-((4-(5-(3,4-diethoxyphenyl)-1,2,4-oxadiazol-3-yl)indolin-1-yl)methyl)-2,2-dimethyl-1,3-dioxan-5-ylcarbamate). The product is NC(CO)(CO)CN1CCC2=C(C=CC=C12)C1=NOC(=N1)C12CC3CC(CC(C1)C3)C2 (2-Amino-2-((4-(5-(1-admantyl)-1,2,4-oxadiazol-3-yl)indolin-1-yl)methyl)propane-1,3-diol). Yield: 78.0%. As a reaction SMILES: C(OC(=O)[NH:7][C:8]1([CH2:16][N:17]2[C:25]3[C:20](=[C:21]([C:26]4[N:30]=[C:29]([C:31]56[CH2:40][CH:35]7[CH2:36][CH:37]([CH2:39][CH:33]([CH2:34]7)[CH2:32]5)[CH2:38]6)[O:28][N:27]=4)[CH:22]=[CH:23][CH:24]=3)[CH2:19][CH2:18]2)[CH2:13][O:12]C(C)(C)[O:10][CH2:9]1)(C)(C)C.C(OC1C=C(C2ON=C(C3C=CC=C4C=3CCN4CC3(NC(=O)OC(C)(C)C)COC(C)(C)OC3)N=2)C=CC=1OCC)C>>[NH2:7][C:8]([CH2:16][N:17]1[C:25]2[C:20](=[C:21]([C:26]3[N:30]=[C:29]([C:31]45[CH2:40][CH:35]6[CH2:34][CH:33]([CH2:39][CH:37]([CH2:36]6)[CH2:38]4)[CH2:32]5)[O:28][N:27]=3)[CH:22]=[CH:23][CH:24]=2)[CH2:19][CH2:18]1)([CH2:13][OH:12])[CH2:9][OH:10]. Procedure: When the product of Step C was substituted for tert-butyl 5-((4-(5-(3,4-diethoxyphenyl)-1,2,4-oxadiazol-3-yl)indolin-1-yl)methyl)-2,2-dimethyl-1,3-dioxan-5-ylcarbamate in Example 34, Step E, the identical process afforded the title compound in 78% yield. 1H-NMR (DMSO-d6) 1.75 (s, 6H); 2.07 (s, 9H); 2.97-3.57 (m, 12H); 6.7 (d, 1H, J=7.6 Hz); 7.12 (tr, 1H); 7.34 (d, 1H, J=7.7 Hz). The reactants are aqueous solution, Cl(=O)(=O)(=O)O (perchloric acid), C1(=CC=C(C=C1)S(=O)(=O)[O-])C.C[N+]=1N(C(=CC1C1=CC=CC=C1)C1=CC=CC=C1)C (1,2-dimethyl-3,5-diphenylpyrazolium p-toluene sulfonate). Solvent: O (water). Yields the product Cl(=O)(=O)(=O)[O-].C[N+]=1N(C(=CC1C1=CC=CC=C1)C1=CC=CC=C1)C (1,2-Dimethyl-3,5-diphenylpyrazolium perchlorate). As a reaction SMILES: C1(C)C=CC(S([O-])(=O)=O)=CC=1.[CH3:12][N+:13]1[N:14]([CH3:30])[C:15]([C:24]2[CH:29]=[CH:28][CH:27]=[CH:26][CH:25]=2)=[CH:16][C:17]=1[C:18]1[CH:23]=[CH:22][CH:21]=[CH:20][CH:19]=1.[Cl:31]([OH:35])(=[O:34])(=[O:33])=[O:32]>O>[Cl:31]([O-:35])(=[O:34])(=[O:33])=[O:32].[CH3:30][N+:14]1[N:13]([CH3:12])[C:17]([C:18]2[CH:23]=[CH:22][CH:21]=[CH:20][CH:19]=2)=[CH:16][C:15]=1[C:24]1[CH:29]=[CH:28][CH:27]=[CH:26][CH:25]=1 |f:0.1,4.5|. Procedure: To a solution of 1,2-dimethyl-3,5-diphenylpyrazolium p-toluene sulfonate (10.0 g.) in 500 ml. of water is added a 20% aqueous solution of perchloric acid with vigorous stirring. The product separates immediately as a white solid. It is collected by filtration, washed with water and dried to give 8.3 g. of the desired product having a melting point of 183° C.-184° C., and the following elemental analysis: Calcd. for C17H17ClN2O4 : C, 58.75; H, 4.92; N, 8.05. Found: C, 58.21; H, 4.84; N, 7.95.